Dataset: the Open Reaction Database (ORD), a public repository of structured organic reaction records. Task: describe an organic reaction: reactants, conditions, products, and yield The reactants are C1CCOC1, CCO, CCOC(=O)c1ccc(NC(=O)c2ccc3c(c2)C(c2ccc(C)cc2)=CCC3(C)C)cc1F, [Na+], [OH-]. Product: Cc1ccc(C2=CCC(C)(C)c3ccc(C(=O)Nc4ccc(C(=O)O)c(F)c4)cc32)cc1. As a reaction SMILES: [CH2:40]1[O:41][CH2:42][CH2:43][CH2:44]1.[CH3:37][CH2:38][OH:39].[F:1][c:2]1[c:3]([C:4](=[O:5])[O:6][CH2:7][CH3:8])[cH:9][cH:10][c:11]([NH:13][C:14](=[O:15])[c:16]2[cH:17][c:18]3[c:23]([cH:24][cH:25]2)[C:22]([CH3:26])([CH3:27])[CH2:21][CH:20]=[C:19]3[c:28]2[cH:29][cH:30][c:31]([CH3:34])[cH:32][cH:33]2)[cH:12]1.[Na+:36].[OH-:35]>>[F:1][c:2]1[c:3]([C:4](=[O:5])[OH:6])[cH:9][cH:10][c:11]([NH:13][C:14](=[O:15])[c:16]2[cH:17][c:18]3[c:23]([cH:24][cH:25]2)[C:22]([CH3:26])([CH3:27])[CH2:21][CH:20]=[C:19]3[c:28]2[cH:29][cH:30][c:31]([CH3:34])[cH:32][cH:33]2)[cH:12]1. Reactants: C(C)(C)(C)OC(=O)OC(=O)[O-] (t-butyldicarbonate), 18b, ( 18b ), compound 18a, [N-]=[N+]=[N-].[Na+] (sodium azide), [Cl-].[NH4+] (ammonium chloride), O (water). Reagents/catalysts: [Pd] (Pd/C). Run in CCOC(=O)C (EtOAc), CO (MeOH). Product: C(=O)(OC(C)(C)C)NO (Boc-amino alcohol). Isolated yield 21.0%. Reaction SMILES: [N-]=[N+]=[N-].[Na+].[Cl-].[NH4+:6].[C:7]([O:11][C:12]([O:14]C([O-])=O)=O)([CH3:10])([CH3:9])[CH3:8].[OH2:18]>CO.CCOC(C)=O.[Pd]>[C:12]([NH:6][OH:18])([O:11][C:7]([CH3:10])([CH3:9])[CH3:8])=[O:14] |f:0.1,2.3|. Reported procedure: A solution of 2,5-dihydrofuran (3.0 g, 42.8 mmol) was dissolved in 200 mL CH2Cl2 and treated with m-chloroperbenzoic acid (26.0 g, 145 mmol). The reaction was stirred at rt overnight and then extracted from 1 n NaOH with CH2Cl2×3. The combined organic extracts were dried over MgSO4, filtered, and concentrated on a rotary evaporator to give 3.0 g (81% yield) of the furan epoxide 18a which was used without further purification. (18b) A mixture of compound 18a (3.0 g, 34.8 mmol), sodium azide (3.25... Starting materials: C(C)OC(=O)C1(CC1)C1=CC=C(C=C1)C1=CC=C(C=C1)C1=C(C(=NO1)C)NC1=NC(=CC=C1)Br (1-{4′-[4-(6-bromo-pyridin-2-ylamino)-3-methyl-isoxazol-5-yl]-biphenyl-4-yl}-cyclopropanecarboxylic acid ethyl ester), FC=1C=CC(=C(C1)B(O)O)OC (5-fluoro-2-methoxy-phenylboronic acid). The product is C(C)OC(=O)C1(CC1)C1=CC=C(C=C1)C1=CC=C(C=C1)C1=C(C(=NO1)C)NC1=NC(=CC=C1)C1=C(C=CC(=C1)F)OC (1-(4′-{4-[6-(5-Fluoro-2-methoxy-phenyl)-pyridin-2-ylamino]-3-methyl-isoxazol-5-yl}-biphenyl-4-yl)-cyclopropanecarboxylic acid ethyl ester). RXN SMILES: [CH2:1]([O:3][C:4]([C:6]1([C:9]2[CH:14]=[CH:13][C:12]([C:15]3[CH:20]=[CH:19][C:18]([C:21]4[O:25][N:24]=[C:23]([CH3:26])[C:22]=4[NH:27][C:28]4[CH:33]=[CH:32][CH:31]=[C:30](Br)[N:29]=4)=[CH:17][CH:16]=3)=[CH:11][CH:10]=2)[CH2:8][CH2:7]1)=[O:5])[CH3:2].[F:35][C:36]1[CH:37]=[CH:38][C:39]([O:45][CH3:46])=[C:40](B(O)O)[CH:41]=1>>[CH2:1]([O:3][C:4]([C:6]1([C:9]2[CH:14]=[CH:13][C:12]([C:15]3[CH:20]=[CH:19][C:18]([C:21]4[O:25][N:24]=[C:23]([CH3:26])[C:22]=4[NH:27][C:28]4[CH:33]=[CH:32][CH:31]=[C:30]([C:38]5[CH:37]=[C:36]([F:35])[CH:41]=[CH:40][C:39]=5[O:45][CH3:46])[N:29]=4)=[CH:17][CH:16]=3)=[CH:11][CH:10]=2)[CH2:8][CH2:7]1)=[O:5])[CH3:2]. Procedure details: Prepared according to the procedure described in Example 1, Step 10, using 1-{4′-[4-(6-bromo-pyridin-2-ylamino)-3-methyl-isoxazol-5-yl]-biphenyl-4-yl}-cyclopropanecarboxylic acid ethyl ester and 5-fluoro-2-methoxy-phenylboronic acid. Reaction conditions: time 9 hour. Reaction SMILES: [OH:1][CH:2]([CH2:11][CH2:12][CH3:13])[CH2:3][C:4]([O:6][CH2:7]CCC)=[O:5].[OH:14][CH:15]([CH2:27][CH2:28][CH3:29])[CH2:16][C:17]([O:19][CH2:20][C:21]1[CH:26]=[CH:25][CH:24]=[CH:23][CH:22]=1)=[O:18]>>[OH:1][C@H:2]([CH2:11][CH2:12][CH3:13])[CH2:3][C:4]([O:6][CH3:7])=[O:5].[OH:14][C@@H:15]([CH2:27][CH2:28][CH3:29])[CH2:16][C:17]([O:19][CH2:20][C:21]1[CH:26]=[CH:25][CH:24]=[CH:23][CH:22]=1)=[O:18]. Yield: 40.0%. Procedure details: The same procedure was repeated except that racemic butyl 3-hydroxyhexanoate was changed into the racemic benzyl 3-hydroxyhexanoate 1.0 g (4.5 mmol) obtained in Reference example 3 and stirring time was changed into nine hours. The resulting mixture was reacted with stirring. After the reaction was stopped, the conversion of 52% was determined. The steps from filtration of the lipase to chromatograph with a silica gel column were conducted as shown in Example 1 to obtain (R)-methyl 3-hydroxyhexa... Yields the product O[C@@H](CC(=O)OC)CCC ((R)-methyl 3-hydroxyhexanoate), O[C@H](CC(=O)OCC1=CC=CC=C1)CCC ((S)-benzyl 3-hydroxyhexanoate). Reactants: OC(CC(=O)OCCCC)CCC (racemic butyl 3-hydroxyhexanoate), OC(CC(=O)OCC1=CC=CC=C1)CCC (racemic benzyl 3-hydroxyhexanoate). The reactants are C(C)(=O)OCC1=C(C=CC=C1C1=CN(C(C(=C1)[N+](=O)[O-])=O)C)N1C(C2=CC=C(C=C2C1)C(C)(C)C)=O (2-(5-tert-Butyl-1-oxoisoindolin-2-yl)-6-(1-methyl-5-nitro-6-oxo-1,6-dihydropyridin-3-yl)benzyl Acetate), C(C)(=O)O (acetic acid). Reagents/catalysts: [Zn] (Zinc). Solvent: C1CCOC1 (THF). Reaction conditions: time 1 hour. Yields the product C(C)(=O)OCC1=C(C=CC=C1N1C(C2=CC=C(C=C2C1)C(C)(C)C)=O)C1=CN(C(C(=C1)N)=O)C (2-(5-Amino-1-methyl-6-oxo-1,6-dihydropyridin-3-yl)-6-(5-tert-butyl-1-oxoisoindolin-2-yl)benzyl Acetate). RXN SMILES: [C:1]([O:4][CH2:5][C:6]1[C:11]([C:12]2[CH:17]=[C:16]([N+:18]([O-])=O)[C:15](=[O:21])[N:14]([CH3:22])[CH:13]=2)=[CH:10][CH:9]=[CH:8][C:7]=1[N:23]1[CH2:31][C:30]2[C:25](=[CH:26][CH:27]=[C:28]([C:32]([CH3:35])([CH3:34])[CH3:33])[CH:29]=2)[C:24]1=[O:36])(=[O:3])[CH3:2].C(O)(=O)C>[Zn].C1COCC1>[C:1]([O:4][CH2:5][C:6]1[C:7]([N:23]2[CH2:31][C:30]3[C:25](=[CH:26][CH:27]=[C:28]([C:32]([CH3:35])([CH3:34])[CH3:33])[CH:29]=3)[C:24]2=[O:36])=[CH:8][CH:9]=[CH:10][C:11]=1[C:12]1[CH:17]=[C:16]([NH2:18])[C:15](=[O:21])[N:14]([CH3:22])[CH:13]=1)(=[O:3])[CH3:2]. Reported procedure: A 50-mL single-neck round-bottomed flask equipped with a magnetic stirrer was purged with nitrogen and charged with 122c (600 mg, 1.23 mmol), acetic acid (10 mL) and THF (5 ml). Zinc dust (1.56 g, 20.5 mmol) was added in portions. The reaction mixture was stirred at room temperature for 1 h. After this time, the reaction mixture was filtered, and the filtrate was evaporated under reduced pressure. The resulting residue was purified by flash chromatography to afford a 81% (460 mg) yield of 122d a... The reactants are resulting solution, C(#N)C=1C=NC=CC1 (3-cyanopyridine), nitrile, reaction mixture, C(C)#N.O (acetonitrile water), CN(C(C1=CC=CC=C1)=O)C (N,N-dimethylbenzamide). Run in C(C)#N (acetonitrile). Reaction conditions: time 23 hour. Yields the product C(C1=CN=CC=C1)(=O)N (nicotinamide), C(C1=CN=CC=C1)(=O)O (nicotinic acid). As a reaction SMILES: C(#[N:3])C.[OH2:4].C[N:6](C)[C:7](=[O:14])[C:8]1[CH:13]=[CH:12][CH:11]=C[CH:9]=1.[C:16]([C:18]1[CH:19]=[N:20][CH:21]=[CH:22][CH:23]=1)#N>C(#N)C>[C:7]([NH2:6])(=[O:14])[C:8]1[CH:13]=[CH:12][CH:11]=[N:3][CH:9]=1.[C:16]([OH:14])(=[O:4])[C:18]1[CH:23]=[CH:22][CH:21]=[N:20][CH:19]=1 |f:0.1|. Procedure: At the completion of the reaction (100% conversion of nitrile), the product mixture was decanted from the biocatalyst beads, and 0.2 mL of 0.20 M calcium acetate buffer (pH 7.0, 2.0 mM final calcium ion concentration in reaction mixture), 16.56 mL of distilled, deionized water, and 2.127 g of 3-cyanopyridine was added to the catalyst beads in the reaction vessel. The final concentration of 3-cyanopyridine was 1.06 M in 20 mL of reaction mixture. Samples (0.100 mL) of the reaction mixture were mi... Reactants: BrCCCBr, CCOC(=O)CC#N, CCOC(=O)C1(C#N)CCCC1. Product: CCOC(=O)C1(C#N)CCC1. As a reaction SMILES: [Br:9][CH2:10][CH2:11][CH2:12][Br:13].[C:1]([CH2:2][C:3]([O:4][CH2:5][CH3:6])=[O:7])#[N:8].[CH2:14]([CH3:15])[O:16][C:17](=[O:18])[C:19]1([C:24]#[N:25])[CH2:20][CH2:21][CH2:22][CH2:23]1>>[CH2:14]([CH3:15])[O:16][C:17](=[O:18])[C:19]1([C:24]#[N:25])[CH2:21][CH2:22][CH2:23]1. The reactants are CCOc1cc(C(=O)OC)ccc1[N+](=O)[O-], CCOC(C)=O. The product is CCOc1cc(C(=O)OC)ccc1N. Reaction SMILES: [CH2:1]([CH3:2])[O:3][c:4]1[cH:5][c:6]([C:7](=[O:8])[O:9][CH3:10])[cH:11][cH:12][c:13]1[N+:14]([O-:15])=[O:16].[CH3:17][CH2:18][O:19][C:20](=[O:21])[CH3:22]>>[CH2:1]([CH3:2])[O:3][c:4]1[cH:5][c:6]([C:7](=[O:8])[O:9][CH3:10])[cH:11][cH:12][c:13]1[NH2:14]. The reactants are O=C([O-])[O-], O=[N+]([O-])c1cc(C(F)(F)F)cnc1O, [Na+], [Na+], O, O=P(Cl)(Cl)Cl, c1ccc2ncccc2c1. Yields the product O=[N+]([O-])c1cc(C(F)(F)F)cnc1Cl. RXN SMILES: [C:30](=[O:31])([O-:32])[O-:33].[N+:16](=[O:17])([O-:18])[c:19]1[c:20]([OH:29])[n:21][cH:22][c:23]([C:25]([F:26])([F:27])[F:28])[cH:24]1.[Na+:34].[Na+:35].[OH2:36].[P:1]([Cl:2])([Cl:3])([Cl:4])=[O:5].[cH:6]1[cH:7][c:8]2[c:9]([n:10][cH:11][cH:12][cH:13]2)[cH:14][cH:15]1>>[Cl:3][c:20]1[c:19]([N+:16](=[O:17])[O-:18])[cH:24][c:23]([C:25]([F:26])([F:27])[F:28])[cH:22][n:21]1. The reactants are ClCC(=O)C1=C(N(C=O)C)C=C(C(=C1)OC)C (2'-(2-chloroacetyl)-4'-methoxy-5'-methyl-N-methylformanilide), C(C1=CC=CC=C1)(=O)O (benzoic acid). The product is C(C1=CC=CC=C1)(=O)OCC(=O)C1=C(C=C(C(=C1)OC)C)N(C=O)C (2-[5-methoxy-4-methyl-2-(N-methylformamido)phenyl]-2-oxoethyl benzoate). As a reaction SMILES: Cl[CH2:2][C:3]([C:5]1[CH:14]=[C:13]([O:15][CH3:16])[C:12]([CH3:17])=[CH:11][C:6]=1[N:7]([CH3:10])[CH:8]=[O:9])=[O:4].[C:18]([OH:26])(=[O:25])[C:19]1[CH:24]=[CH:23][CH:22]=[CH:21][CH:20]=1>>[C:18]([O:26][CH2:2][C:3]([C:5]1[CH:14]=[C:13]([O:15][CH3:16])[C:12]([CH3:17])=[CH:11][C:6]=1[N:7]([CH3:10])[CH:8]=[O:9])=[O:4])(=[O:25])[C:19]1[CH:24]=[CH:23][CH:22]=[CH:21][CH:20]=1. Procedure details: The solution of 2'-(2-chloroacetyl)-4'-methoxy-5'-methyl-N-methylformanilide may be reacted with benzoic acid by a method analogous to that of Example 2(d) to give the novel compound 2-[5-methoxy-4-methyl-2-(N-methylformamido)phenyl]-2-oxoethyl benzoate.